Task: describe an organic reaction: reactants, conditions, products, and yield. Dataset: the Open Reaction Database (ORD), a public repository of structured organic reaction records Starting materials: [O-]CC.[Na+] (sodium ethoxide), FC=1C=CC(=C(C1)C(CC1(OC1)C(F)(F)F)(C)C)OC (2-[2-(5-fluoro-2-methoxyphenyl)-2-methylpropyl]-2-trifluoromethyloxirane), N1=NC=C(C2=CC=CC=C12)O (cinnolin-4-ol). The solvent is C(C)O (ethanol), C(C)(=O)OCC (ethyl acetate). Run at temperature 85 celsius. The product is FC=1C=CC(=C(C1)C(CC(CN1N=CC(C2=CC=CC=C12)=O)(C(F)(F)F)O)(C)C)OC (1-[4-(5-fluoro-2-methoxyphenyl)-2-hydroxy-4-methyl-2-trifluoromethylpentyl]-1H-cinnolin-4-one). RXN SMILES: [F:1][C:2]1[CH:3]=[CH:4][C:5]([O:19][CH3:20])=[C:6]([C:8]([CH3:18])([CH3:17])[CH2:9][C:10]2([C:13]([F:16])([F:15])[F:14])[CH2:12][O:11]2)[CH:7]=1.[N:21]1[C:30]2[C:25](=[CH:26][CH:27]=[CH:28][CH:29]=2)[C:24]([OH:31])=[CH:23][N:22]=1.[O-]CC.[Na+]>C(O)C.C(OCC)(=O)C>[F:1][C:2]1[CH:3]=[CH:4][C:5]([O:19][CH3:20])=[C:6]([C:8]([CH3:18])([CH3:17])[CH2:9][C:10]([OH:11])([C:13]([F:16])([F:15])[F:14])[CH2:12][N:21]2[C:30]3[C:25](=[CH:26][CH:27]=[CH:28][CH:29]=3)[C:24](=[O:31])[CH:23]=[N:22]2)[CH:7]=1 |f:2.3|. Reported procedure: To a suspension of 2-[2-(5-fluoro-2-methoxyphenyl)-2-methylpropyl]-2-trifluoromethyloxirane (216 mg) and cinnolin-4-ol (V. G. Chapoulaud et al., Tetrahedron, 2000, 56, pp. 5499-5507) (216 mg) in anhydrous ethanol (1.2 mL) was added sodium ethoxide (21 wt. % solution in ethanol, 276 μL). After heating at 85° C. for 16 hours, the reaction mixture was diluted with ethyl acetate, dried over sodium sulfate, filtered, and concentrated in vacuo. The residue was purified by preparative TLC (eluted with ...